This data is from the Open Reaction Database (ORD), a public repository of structured organic reaction records. The task is: describe an organic reaction: reactants, conditions, products, and yield Starting materials: CC(=O)O, O=C([O-])[O-], COc1cccc(CCl)c1, CC#N, [K+], [K+], O=c1cccccc1N1CCNCC1. Product: COc1cccc(CN2CCN(c3cccccc3=O)CC2)c1. RXN SMILES: [C:1]([OH:2])(=[O:3])[CH3:4].[C:29](=[O:30])([O-:31])[O-:32].[CH3:19][O:20][c:21]1[cH:22][c:23]([CH2:24][Cl:25])[cH:26][cH:27][cH:28]1.[CH3:35][C:36]#[N:37].[K+:33].[K+:34].[N:5]1([c:11]2[c:12](=[O:18])[cH:13][cH:14][cH:15][cH:16][cH:17]2)[CH2:6][CH2:7][NH:8][CH2:9][CH2:10]1>>[N:5]1([c:11]2[c:12](=[O:18])[cH:13][cH:14][cH:15][cH:16][cH:17]2)[CH2:6][CH2:7][N:8]([CH2:24][c:23]2[cH:22][c:21]([O:20][CH3:19])[cH:28][cH:27][cH:26]2)[CH2:9][CH2:10]1. Reactants: C([O-])(O)=O.[Na+] (sodium bicarbonate), ClC1=CC(=C2C=NN(C2=C1)S(=O)(=O)C1=CC=CC=C1)C=1OC(=CN1)CN1CCN(CC1)C(C)C (6-Chloro-4-(5-{[4-(1-methylethyl)-1-piperazinyl]methyl}-1,3-oxazol-2-yl)-1-(phenylsulfonyl)-1H-indazole), CC1(OB(OC1(C)C)C1=C2C=CNC2=CC=C1)C (4-(4,4,5,5-tetramethyl-1,3,2-dioxaborolan-2-yl)-1H-indole). The solvent is O (water), C(C)(C)O (isopropanol). Run at time 2 hour. Yields the product N1C=CC2=C(C=CC=C12)C1=CC(=C2C=NN(C2=C1)S(=O)(=O)C1=CC=CC=C1)C=1OC(=CN1)CN1CCN(CC1)C(C)C (6-(1H-Indol-4-yl)-4-(5-{[4-(1-methylethyl)-1-piperazinyl]methyl}-1,3-oxazol-2-yl)-1-(phenylsulfonyl)-1H-indazole). Isolated yield 96.1%. Reaction SMILES: C(=O)(O)[O-].[Na+].Cl[C:7]1[CH:15]=[C:14]2[C:10]([CH:11]=[N:12][N:13]2[S:16]([C:19]2[CH:24]=[CH:23][CH:22]=[CH:21][CH:20]=2)(=[O:18])=[O:17])=[C:9]([C:25]2[O:26][C:27]([CH2:30][N:31]3[CH2:36][CH2:35][N:34]([CH:37]([CH3:39])[CH3:38])[CH2:33][CH2:32]3)=[CH:28][N:29]=2)[CH:8]=1.CC1(C)C(C)(C)OB([C:48]2[CH:56]=[CH:55][CH:54]=[C:53]3[C:49]=2[CH:50]=[CH:51][NH:52]3)O1>O.C(O)(C)C>[NH:52]1[C:53]2[C:49](=[C:48]([C:7]3[CH:15]=[C:14]4[C:10]([CH:11]=[N:12][N:13]4[S:16]([C:19]4[CH:20]=[CH:21][CH:22]=[CH:23][CH:24]=4)(=[O:17])=[O:18])=[C:9]([C:25]4[O:26][C:27]([CH2:30][N:31]5[CH2:36][CH2:35][N:34]([CH:37]([CH3:38])[CH3:39])[CH2:33][CH2:32]5)=[CH:28][N:29]=4)[CH:8]=3)[CH:56]=[CH:55][CH:54]=2)[CH:50]=[CH:51]1 |f:0.1|. Procedure details: A solution of sodium bicarbonate (228.0 g) in water (2.7 L) was added to a suspension of 6-Chloro-4-(5-{[4-(1-methylethyl)-1-piperazinyl]methyl}-1,3-oxazol-2-yl)-1-(phenylsulfonyl)-1H-indazole (271.2 g) and 4-(4,4,5,5-tetramethyl-1,3,2-dioxaborolan-2-yl)-1H-indole (263.2 g, available from Apollo Scientific Limited) in isopropanol (2.7 L) stirred under nitrogen at ambient temperature. After degassing, via evacuation and flushing with nitrogen, 2′-(dimethylamino)-2-biphenylyl-palladium(II) chlorid... Starting materials: O (water), C(C1=CC=CC=C1)(=O)NC1=C(C=CC(=C1)NC(C1=CC=CC=C1)=O)O (2,4-bis(benzoylamino)phenol), ClC(C(C)=O)C (3-chlorobutan-2-one), C([O-])([O-])=O.[K+].[K+] (potassium carbonate). Run in CN(C=O)C (N,N-dimethylformamide). Conditions: temperature 70 celsius, time 3 hour. The product is C(C1=CC=CC=C1)(=O)NC1=CC2=C(OC(=C2C)C)C(=C1)NC(C1=CC=CC=C1)=O (5,7-bis(benzoylamino)-2,3-dimethylbenzo[b]furan). Isolated yield 53.3%. RXN SMILES: [C:1]([NH:9][C:10]1[CH:15]=[C:14]([NH:16][C:17](=[O:24])[C:18]2[CH:23]=[CH:22][CH:21]=[CH:20][CH:19]=2)[CH:13]=[CH:12][C:11]=1[OH:25])(=[O:8])[C:2]1[CH:7]=[CH:6][CH:5]=[CH:4][CH:3]=1.Cl[CH:27]([CH3:31])[C:28](=O)[CH3:29].C(=O)([O-])[O-].[K+].[K+].O>CN(C)C=O>[C:17]([NH:16][C:14]1[CH:15]=[C:10]([NH:9][C:1](=[O:8])[C:2]2[CH:3]=[CH:4][CH:5]=[CH:6][CH:7]=2)[C:11]2[O:25][C:27]([CH3:31])=[C:28]([CH3:29])[C:12]=2[CH:13]=1)(=[O:24])[C:18]1[CH:19]=[CH:20][CH:21]=[CH:22][CH:23]=1 |f:2.3.4|. Reported procedure: A mixture of 2,4-bis(benzoylamino)phenol (6.0 g), 3-chlorobutan-2-one (2.3 g) and potassium carbonate (5.0 g) in N,N-dimethylformamide (30 ml) was stirred at 70° C. for 3 hours. The reaction mixture was cooled and poured into water. The separated oil was extracted with ethyl acetate. The extract was washed with brine, dried over sodium sulfate and evaporated in vacuo. To the residue was added conc. sulfuric acid (30 ml) and the mixture was stirred at 40° C. for 7 hours. The reaction mixture was ... Starting materials: NC1=C(C=NN1C1=CC=C(C=C1)F)C(=O)NCC(C(F)(F)F)(O)CN (5-amino-N-[2-(aminomethyl)-3,3,3-trifluoro-2-hydroxypropyl]-1-(4-fluorophenyl)-1H-pyrazole-4-carboxamide), C(C)(C)N(CC)C(C)C (diisopropylethylamine), ClC1=C(C(=O)Cl)C(=CC=C1)Cl (2,6-dichlorobenzoyl chloride). The solvent is O1CCCC1 (tetrahydrofuran). Conditions: temperature 21 celsius, time 20 minute. Yields the product NC1=C(C=NN1C1=CC=C(C=C1)F)C(=O)NCC(C(F)(F)F)(O)CNC(=O)C1=C(C=CC=C1Cl)Cl (5-Amino-N-[2-({[(2,6-dichlorophenyl)carbonyl]amino}methyl)-3,3,3-trifluoro-2-hydroxypropyl]-1-(4-fluorophenyl)-1H-pyrazole-4-carboxamide). As a reaction SMILES: [NH2:1][C:2]1[N:6]([C:7]2[CH:12]=[CH:11][C:10]([F:13])=[CH:9][CH:8]=2)[N:5]=[CH:4][C:3]=1[C:14]([NH:16][CH2:17][C:18]([CH2:24][NH2:25])([OH:23])[C:19]([F:22])([F:21])[F:20])=[O:15].C(N(C(C)C)CC)(C)C.[Cl:35][C:36]1[CH:44]=[CH:43][CH:42]=[C:41]([Cl:45])[C:37]=1[C:38](Cl)=[O:39]>O1CCCC1>[NH2:1][C:2]1[N:6]([C:7]2[CH:8]=[CH:9][C:10]([F:13])=[CH:11][CH:12]=2)[N:5]=[CH:4][C:3]=1[C:14]([NH:16][CH2:17][C:18]([CH2:24][NH:25][C:38]([C:37]1[C:36]([Cl:35])=[CH:44][CH:43]=[CH:42][C:41]=1[Cl:45])=[O:39])([OH:23])[C:19]([F:22])([F:21])[F:20])=[O:15]. Procedure: To a solution of 5-amino-N-[2-(aminomethyl)-3,3,3-trifluoro-2-hydroxypropyl]-1-(4-fluorophenyl)-1H-pyrazole-4-carboxamide (0.93 g, 2.57 mmol) in anhydrous tetrahydrofuran (12 ml) was added diisopropylethylamine (0.91 ml, 5.2 mmol) followed by 2,6-dichlorobenzoyl chloride (0.38 ml, 1.05 equiv). There was an immediate exotherm and therefore the mixture was placed in an ice/solid carbon dioxide bath for 20 minutes and then stirred at 21° C. for 17 hours. It was then partitioned between ethyl acetat... Starting materials: O=C(CBr)c1ccccc1, CCCCc1nnc(N)n1Cc1ccc(-c2ccccc2C#N)cc1. Product: [Br-], CCCCc1n[n+](CC(=O)c2ccccc2)c(N)n1Cc1ccc(-c2ccccc2C#N)cc1. As a reaction SMILES: [Br:26][CH2:27][C:28](=[O:29])[c:30]1[cH:31][cH:32][cH:33][cH:34][cH:35]1.[NH2:1][c:2]1[n:3][n:4][c:5]([CH2:22][CH2:23][CH2:24][CH3:25])[n:6]1[CH2:7][c:8]1[cH:9][cH:10][c:11](-[c:14]2[c:15]([C:20]#[N:21])[cH:16][cH:17][cH:18][cH:19]2)[cH:12][cH:13]1>>[Br-:26].[NH2:1][c:2]1[n+:3]([CH2:27][C:28](=[O:29])[c:30]2[cH:31][cH:32][cH:33][cH:34][cH:35]2)[n:4][c:5]([CH2:22][CH2:23][CH2:24][CH3:25])[n:6]1[CH2:7][c:8]1[cH:9][cH:10][c:11](-[c:14]2[c:15]([C:20]#[N:21])[cH:16][cH:17][cH:18][cH:19]2)[cH:12][cH:13]1. The reactants are CC(=O)c1ccsc1, Cl, NO, [Na+], [OH-], O. Product: CC(=NO)c1ccsc1. As a reaction SMILES: [C:6]([CH3:7])(=[O:8])[c:9]1[cH:10][s:11][cH:12][cH:13]1.[ClH:1].[NH2:2][OH:3].[Na+:5].[OH-:4].[OH2:14]>>[N:2]([OH:3])=[C:6]([CH3:7])[c:9]1[cH:10][s:11][cH:12][cH:13]1.